Task: describe an organic reaction: reactants, conditions, products, and yield. Dataset: the Open Reaction Database (ORD), a public repository of structured organic reaction records The reactants are C(C)(C)N(CC)C(C)C (diisopropylethylamine), N1=CC=CC2=CC=CN=C12 (naphthyridine), C(C)(C)(C)C1=NC(=C(C(=N1)Cl)C)Cl (2-tert-butyl-4,6-dichloro-5-methyl-pyrimidine), N1CCC(CC1)C1=NC2=NC=CC=C2C=C1 (2-piperidin-4-yl-[1,8]naphthyridine), C([O-])(O)=O.[Na+] (sodium bicarbonate). The solvent is CC(=O)N(C)C (dimethylacetamide), O (water), C(C)(=O)OCC (ethyl acetate). Reaction conditions: temperature 100 celsius. Product: C(C)(C)(C)C1=NC(=C(C(=N1)N1CCC(CC1)C1=NC2=NC=CC=C2C=C1)C)Cl (2-[1-(2-tert-butyl-6-chloro-5-methyl-pyrimidin-4-yl)-piperidin-4-yl]-[1,8]naphthyridine). The yield is 65.4%. As a reaction SMILES: C(N(C(C)C)CC)(C)C.[C:10]([C:14]1[N:19]=[C:18]([Cl:20])[C:17]([CH3:21])=[C:16](Cl)[N:15]=1)([CH3:13])([CH3:12])[CH3:11].[NH:23]1[CH2:28][CH2:27][CH:26]([C:29]2[CH:38]=[CH:37][C:36]3[C:31](=[N:32][CH:33]=[CH:34][CH:35]=3)[N:30]=2)[CH2:25][CH2:24]1.N1C2C(=CC=CN=2)C=CC=1.C(=O)(O)[O-].[Na+]>O.C(OCC)(=O)C.CC(N(C)C)=O>[C:10]([C:14]1[N:15]=[C:16]([N:23]2[CH2:24][CH2:25][CH:26]([C:29]3[CH:38]=[CH:37][C:36]4[C:31](=[N:32][CH:33]=[CH:34][CH:35]=4)[N:30]=3)[CH2:27][CH2:28]2)[C:17]([CH3:21])=[C:18]([Cl:20])[N:19]=1)([CH3:11])([CH3:12])[CH3:13] |f:4.5|. Procedure: 20 ml of dimethylacetamide and 5 ml (17.8 mmoles) of diisopropylethylamine are added into a single-necked flask containing 1.5 g (6.84 mmoles) of 2-tert-butyl-4,6-dichloro-5-methyl-pyrimidine and 1.46 g (6.84 mmoles) of 2-piperidin-4-yl-[1,8]naphthyridine. This mixture is heated at 100° C. overnight. The next day 0.2 equivalent of naphthyridine is added and the mixture is heated for another 6 hours. The reaction mixture is returned to ambient temperature before concentrating to dryness. The resi... Starting materials: IC1CCN(CC1)C(=O)OC(C)(C)C (4-iodo-N-Boc-piperidine), BrC1=NC=C(C=C1)Cl (2-bromo-5-chloro-pyridine), O1C(=CC=C1)P(C=1OC=CC1)C=1OC=CC1 (P(2-furyl)3), C[Si](C)(C)Cl (trimethylsilyl chloride), BrCCBr (1,2-dibromoethane). The reagents and catalysts are C=1C=CC(=CC1)/C=C/C(=O)/C=C/C2=CC=CC=C2.C=1C=CC(=CC1)/C=C/C(=O)/C=C/C2=CC=CC=C2.C=1C=CC(=CC1)/C=C/C(=O)/C=C/C2=CC=CC=C2.[Pd].[Pd] (Pd2(dba)3), [Zn] (Zn). The solvent is C1CCOC1 (THF), C1CCOC1 (THF), CC(=O)N(C)C (DMA), C1CCOC1 (THF), C1CCOC1 (THF). Run at temperature 65 celsius, time 30 minute. The product is ClC=1C=CC(=NC1)C1CCN(CC1)C(=O)OC(C)(C)C (tert-butyl 4-(5-chloropyridin-2-yl)piperidine-1-carboxylate). The yield is 16.0%. RXN SMILES: BrCCBr.C[Si](Cl)(C)C.I[CH:11]1[CH2:16][CH2:15][N:14]([C:17]([O:19][C:20]([CH3:23])([CH3:22])[CH3:21])=[O:18])[CH2:13][CH2:12]1.O1C=CC=C1P(C1OC=CC=1)C1OC=CC=1.Br[C:41]1[CH:46]=[CH:45][C:44]([Cl:47])=[CH:43][N:42]=1>C1COCC1.CC(N(C)C)=O.[Zn].C1C=CC(/C=C/C(/C=C/C2C=CC=CC=2)=O)=CC=1.C1C=CC(/C=C/C(/C=C/C2C=CC=CC=2)=O)=CC=1.C1C=CC(/C=C/C(/C=C/C2C=CC=CC=2)=O)=CC=1.[Pd].[Pd]>[Cl:47][C:44]1[CH:45]=[CH:46][C:41]([CH:11]2[CH2:16][CH2:15][N:14]([C:17]([O:19][C:20]([CH3:23])([CH3:22])[CH3:21])=[O:18])[CH2:13][CH2:12]2)=[N:42][CH:43]=1 |f:8.9.10.11.12|. Procedure: Zn dust (225 mg, 3.5 mmol) was stirred in THF (1 mL) under Ar and 1,2-dibromoethane (50 μL) was added at room temperature. The mixture was heated to 65° C. for 3 min and allowed to cool to room temperature before trimethylsilyl chloride (70 μL) was added and the mixture was stirred at room temperature for 30 min. A solution of 4-iodo-N-Boc-piperidine (840 mg, 2.7 mmol) in THF (1.5 mL) was slowly added and the reaction mixture was stirred at 40° C. for 2 h. Pd2(dba)3 (22 mg, 0.024 mmol) and P(2-f... Reactants: BrC=1C=C(C=NC1Cl)C(=O)O (5-bromo-6-chloro-3-pyridinecarboxylic acid), Cl.N[C@H]1[C@@H](CCCC1)O ((1R,2R)-2-amino-cyclohexanol hydrochloride), OCC1CC1 (hydroxymethyl-cyclopropan), FC(OC1=CC=C(C=C1)B(O)O)(F)F (4-(trifluoromethoxy)-phenylboronic acid). Product: C1(CC1)COC1=NC=C(C(=O)N[C@H]2[C@@H](CCCC2)O)C=C1C1=CC=C(C=C1)OC(F)(F)F (6-cyclopropylmethoxy-N-((1R,2R)-2-hydroxy-cyclohexyl)-5-(4-trifluoromethoxy-phenyl)-nicotinamide). RXN SMILES: Br[C:2]1[CH:3]=[C:4]([C:9]([OH:11])=O)[CH:5]=[N:6][C:7]=1Cl.[OH:12][CH2:13][CH:14]1[CH2:16][CH2:15]1.[F:17][C:18]([F:30])([F:29])[O:19][C:20]1[CH:25]=[CH:24][C:23](B(O)O)=[CH:22][CH:21]=1.Cl.[NH2:32][C@@H:33]1[CH2:38][CH2:37][CH2:36][CH2:35][C@H:34]1[OH:39]>>[CH:14]1([CH2:13][O:12][C:7]2[C:2]([C:23]3[CH:24]=[CH:25][C:20]([O:19][C:18]([F:30])([F:29])[F:17])=[CH:21][CH:22]=3)=[CH:3][C:4]([C:9]([NH:32][C@@H:33]3[CH2:38][CH2:37][CH2:36][CH2:35][C@H:34]3[OH:39])=[O:11])=[CH:5][N:6]=2)[CH2:16][CH2:15]1 |f:3.4|. Procedure details: The title compound was synthesized in analogy to Example 75, using 5-bromo-6-chloro-3-pyridinecarboxylic acid, hydroxymethyl-cyclopropan, 4-(trifluoromethoxy)-phenylboronic acid and (1R,2R)-2-amino-cyclohexanol hydrochloride as starting materials to yield 6-cyclopropylmethoxy-N-((1R,2R)-2-hydroxy-cyclohexyl)-5-(4-trifluoromethoxy-phenyl)-nicotinamide. MS (ISP) 451.1 (M+H)+. The reactants are C(=O)C1=C(NC(=C1C)C)C(=O)OC (methyl 3-formyl-4,5-dimethylpyrrole-2-carboxylate), BrCC=C (3-bromo-1-propene). Yields the product C(=O)C1=C(N(C(=C1C)C)CC=C)C(=O)OC (Methyl 3-formyl-4,5-dimethyl-1-(2-propenyl)pyrrole-2-carboxylate). RXN SMILES: [CH:1]([C:3]1[C:7]([CH3:8])=[C:6]([CH3:9])[NH:5][C:4]=1[C:10]([O:12][CH3:13])=[O:11])=[O:2].Br[CH2:15][CH:16]=[CH2:17]>>[CH:1]([C:3]1[C:7]([CH3:8])=[C:6]([CH3:9])[N:5]([CH2:17][CH:16]=[CH2:15])[C:4]=1[C:10]([O:12][CH3:13])=[O:11])=[O:2]. Procedure details: The title compound was prepared as a yellow solid in 95.1% yeild in a similar procedure to that described in Referential Example 9 by using methyl 3-formyl-4,5-dimethylpyrrole-2-carboxylate and 3-bromo-1-propene.